This data is from the Open Reaction Database (ORD), a public repository of structured organic reaction records. The task is: describe an organic reaction: reactants, conditions, products, and yield The reactants are O=C([O-])[O-], Cc1c(C)c(C)c(P(C(C)(C)C)C(C)(C)C)c(-c2c(C(C)C)cc(C(C)C)cc2C(C)C)c1C, Cc1ccccc1, CC1COC(=O)N1, ClC(Cl)Cl, Cc1cnc(N2CCN(C(=O)c3ccc(Cl)cc3N3CCCC3=O)CC2)c(C)c1, [Cs+], [Cs+], O=C(C=Cc1ccccc1)C=Cc1ccccc1, O=C(C=Cc1ccccc1)C=Cc1ccccc1, O=C(C=Cc1ccccc1)C=Cc1ccccc1, O, [Pd], [Pd]. Product: Cl, Cc1cnc(N2CCN(C(=O)c3ccc(N4C(=O)OCC4C)cc3N3CCCC3=O)CC2)c(C)c1. As a reaction SMILES: [C:37](=[O:38])([O-:39])[O-:40].[C:43]([P:44]([C:45]([CH3:46])([CH3:47])[CH3:48])[c:49]1[c:50]([CH3:51])[c:52]([CH3:53])[c:54]([CH3:55])[c:56]([CH3:57])[c:58]1-[c:59]1[c:60]([CH:61]([CH3:62])[CH3:63])[cH:64][c:65]([CH:66]([CH3:67])[CH3:68])[cH:69][c:70]1[CH:71]([CH3:72])[CH3:73])([CH3:74])([CH3:75])[CH3:76].[CH3:138][c:139]1[cH:140][cH:141][cH:142][cH:143][cH:144]1.[CH3:30][CH:31]1[NH:32][C:33](=[O:36])[O:34][CH2:35]1.[CH:133]([Cl:134])([Cl:135])[Cl:136].[Cl:1][c:2]1[cH:3][cH:4][c:5]([C:14](=[O:15])[N:16]2[CH2:17][CH2:18][N:19]([c:22]3[n:23][cH:24][c:25]([CH3:29])[cH:26][c:27]3[CH3:28])[CH2:20][CH2:21]2)[c:6]([N:8]2[C:9](=[O:13])[CH2:10][CH2:11][CH2:12]2)[cH:7]1.[Cs+:41].[Cs+:42].[O:115]=[C:116]([CH:117]=[CH:118][c:119]1[cH:120][cH:121][cH:122][cH:123][cH:124]1)[CH:125]=[CH:126][c:127]1[cH:128][cH:129][cH:130][cH:131][cH:132]1.[O:79]=[C:80]([CH:81]=[CH:82][c:83]1[cH:84][cH:85][cH:86][cH:87][cH:88]1)[CH:89]=[CH:90][c:91]1[cH:92][cH:93][cH:94][cH:95][cH:96]1.[O:97]=[C:98]([CH:99]=[CH:100][c:101]1[cH:102][cH:103][cH:104][cH:105][cH:106]1)[CH:107]=[CH:108][c:109]1[cH:110][cH:111][cH:112][cH:113][cH:114]1.[OH2:137].[Pd:77].[Pd:78]>>[ClH:1].[c:2]1([N:32]2[CH:31]([CH3:30])[CH2:35][O:34][C:33]2=[O:36])[cH:3][cH:4][c:5]([C:14](=[O:15])[N:16]2[CH2:17][CH2:18][N:19]([c:22]3[n:23][cH:24][c:25]([CH3:29])[cH:26][c:27]3[CH3:28])[CH2:20][CH2:21]2)[c:6]([N:8]2[C:9](=[O:13])[CH2:10][CH2:11][CH2:12]2)[cH:7]1. The reactants are C1(=CC=CC=C1)[C@@H](C)N1C[C@@H](OCC1)C1=CC=C(C=C1)N[C@H]1COCC1 (4-((1R)-1-phenylethyl)-(2S)-2-(4-[N-{(3R)-tetrahydrofuran-3-yl}amino]phenyl)morpholine), C(=O)[O-].[NH4+] (ammonium formate), O1CCCC1 (tetrahydrofuran), CO (methanol). The reagents and catalysts are [Pd] (palladium on carbon). The solvent is O (water). Conditions: temperature 95 celsius, time 1 hour. The product is O1C[C@@H](CC1)NC1=CC=C(C=C1)[C@H]1CNCCO1 ((2S)-2-[4-{N-((3R)-tetrahydrofuran-3-yl)amino}phenyl]morpholine). Isolated yield 103.4%. As a reaction SMILES: C1([C@H]([N:9]2[CH2:14][CH2:13][O:12][C@@H:11]([C:15]3[CH:20]=[CH:19][C:18]([NH:21][C@@H:22]4[CH2:26][CH2:25][O:24][CH2:23]4)=[CH:17][CH:16]=3)[CH2:10]2)C)C=CC=CC=1.C([O-])=O.[NH4+].O1CCCC1.CO>[Pd].O>[O:24]1[CH2:25][CH2:26][C@@H:22]([NH:21][C:18]2[CH:17]=[CH:16][C:15]([C@@H:11]3[O:12][CH2:13][CH2:14][NH:9][CH2:10]3)=[CH:20][CH:19]=2)[CH2:23]1 |f:1.2|. Reported procedure: To a solution of 4-((1R)-1-phenylethyl)-(2S)-2-(4-[N-{(3R)-tetrahydrofuran-3-yl}amino]phenyl)morpholine (0.40 g, 1.09 mmol) and ammonium formate (0.69 g, 10.9 mmol) in mixture of tetrahydrofuran (50 ml), methanol (100 ml) and water (16 ml) was added 10% palladium on carbon (wet, 150 mg) and stirred at 95° C. for one hour. After filtration, the solvent was removed in vacuo and the residue was partitioned between water and dichloromethane. The organic layer was dried over anhydrous sodium sulfate ... Starting materials: CC(C)(C)[Si](C)(C)Cl, O=Cc1ccccc1O, ClCCl, c1c[nH]cn1. Yields the product CC(C)(C)[Si](C)(C)Oc1ccccc1C=O. Reaction SMILES: [C:10]([CH3:11])([CH3:12])([CH3:13])[Si:14]([CH3:15])([CH3:16])[Cl:17].[CH:1](=[O:2])[c:3]1[cH:4][cH:5][cH:6][cH:7][c:8]1[OH:9].[Cl:23][CH2:24][Cl:25].[nH:18]1[cH:19][cH:20][n:21][cH:22]1>>[CH:1](=[O:2])[c:3]1[cH:4][cH:5][cH:6][cH:7][c:8]1[O:9][Si:14]([C:10]([CH3:11])([CH3:12])[CH3:13])([CH3:15])[CH3:16].